Dataset: the Open Reaction Database (ORD), a public repository of structured organic reaction records. Task: describe an organic reaction: reactants, conditions, products, and yield Reactants: C(C)(C)N1C(N(CC1=O)C)=O (3-isopropyl-1-methyl-imidazolidine-2,4-dione), COC(N(C)C)OC (dimethylformamide dimethylacetal). Conditions: temperature 100 celsius. The product is CN(C)C=C1C(N(C(N1C)=O)C(C)C)=O (5-Dimethylaminomethylene-3-isopropyl-1-methyl-imidazolidine-2,4-dione). As a reaction SMILES: [CH:1]([N:4]1[C:8](=[O:9])[CH2:7][N:6]([CH3:10])[C:5]1=[O:11])([CH3:3])[CH3:2].CO[CH:14](OC)[N:15]([CH3:17])[CH3:16]>>[CH3:14][N:15]([CH:17]=[C:7]1[N:6]([CH3:10])[C:5](=[O:11])[N:4]([CH:1]([CH3:3])[CH3:2])[C:8]1=[O:9])[CH3:16]. Reported procedure: A mixture of 13.4 g of 3-isopropyl-1-methyl-imidazolidine-2,4-dione and 13.6 ml dimethylformamide dimethylacetal were heated at 100° C. over the weekend. The reaction mixture was cooled to rt and purified by flash chromatography to give 9.9 g of a golden oil. Mass spectrum (EI) m/z 211 M+. Starting materials: C1CCOC1 (THF), N1CCNCC1 (piperazine), CC=1C(=NOC1C(F)(F)F)C1=CC=C(S1)C(=O)O (5-(4-Methyl-5-trifluoromethyl-isoxazol-3-yl)-thiophene-2-carboxylic acid), C[C@@H]1N[C@@H](CNC1)C (2,6-cis-dimethylpiperazine), acid chloride. Solvent: C(C)N(CC)CC (triethylamine). The product is CC1CN(CC(N1)C)C(=O)C=1SC(=CC1)C1=NOC(=C1C)C(F)(F)F ((3,5-Dimethyl-piperazin-1-yl)-[5-(4-methyl-5-trifluoromethyl-isoxazol-3-yl)-thiophen-2-yl]-methanone). As a reaction SMILES: [CH3:1][C:2]1[C:3]([C:11]2[S:15][C:14]([C:16]([OH:18])=O)=[CH:13][CH:12]=2)=[N:4][O:5][C:6]=1[C:7]([F:10])([F:9])[F:8].[CH3:19][C@H:20]1[CH2:25][NH:24][CH2:23][C@@H:22]([CH3:26])[NH:21]1.C1COCC1.N1CCNCC1>C(N(CC)CC)C>[CH3:19][CH:20]1[NH:21][CH:22]([CH3:26])[CH2:23][N:24]([C:16]([C:14]2[S:15][C:11]([C:3]3[C:2]([CH3:1])=[C:6]([C:7]([F:8])([F:9])[F:10])[O:5][N:4]=3)=[CH:12][CH:13]=2)=[O:18])[CH2:25]1. Reported procedure: Prepared from 5-(4-Methyl-5-trifluoromethyl-isoxazol-3-yl)-thiophene-2-carboxylic acid and 2,6-cis-dimethylpiperazine by the method described in Example 2 Method B reversing the order of addition such that solid acid chloride was added to a THF solution of triethylamine and piperazine derivative. The reaction mixture was evaporated to an oil and partitioned between EtOAc (5 mL) and water (5 mL). The organic fraction was further washed with brine (2×5 mL), dried over MgSO4, filtered, and evaporat... Starting materials: [OH-].[Na+] (sodium hydroxide), C1(=CC=CC=C1)C1=NNC(=C1)C1=CC=CC=C1 (3,5-diphenylpyrazole), O (water), C1(=CC=CC=C1)C1=NNC(=C1)C1=CC=CC=C1 (3,5-diphenylpyrazole), S(=O)(=O)(OC)OC (Dimethyl sulfate), [OH-].[Na+] (sodium hydroxide). The solvent is C(C(C)C)C(=O)C (methyl isobutyl ketone). Reaction conditions: temperature 90 celsius. Product: CN1N=C(C=C1C1=CC=CC=C1)C1=CC=CC=C1 (1-methyl-3,5-diphenylpyrazole). Reaction SMILES: [C:1]1([C:7]2[CH:11]=[C:10]([C:12]3[CH:17]=[CH:16][CH:15]=[CH:14][CH:13]=3)[NH:9][N:8]=2)[CH:6]=[CH:5][CH:4]=[CH:3][CH:2]=1.[OH-].[Na+].S(OC)(O[CH3:24])(=O)=O.O>C(C(C)=O)C(C)C>[CH3:24][N:8]1[C:7]([C:1]2[CH:6]=[CH:5][CH:4]=[CH:3][CH:2]=2)=[CH:11][C:10]([C:12]2[CH:17]=[CH:16][CH:15]=[CH:14][CH:13]=2)=[N:9]1 |f:1.2|. Procedure details: Five parts of 3,5-diphenylpyrazole are dissolved in 25 parts (by volume) of methyl isobutyl ketone. Solid anhydrous sodium hydroxide (1.1 parts) is added and the mixture is heated to 90° C. Dimethyl sulfate (3.43 parts) is added and the mixture is next heated to 112° to 115° C. The reaction mixture is sampled after 1.5 hours, and no unreacted 3,5-diphenylpyrazole is found to be present. The reaction mixture is cooled to 50° C., and 30 parts of water are added. The pH is next adjusted to between ... Reactants: CC1=NCCC2=C1C=CS2 (6,7-dihydro-4-methyl-thieno[3,2-c]pyridine), C=C1C(C=CC=C1)CC(=O)OC (methyl 2-methylenephenylacetate), CO (Methanol). Yields the product C1(=CC=CC=C1)C1C(N2CCC3=C(C2=CC1)C=CS3)=O (4,5,8,9-tetrahydro-8-phenyl-7H-thieno[3,2-a]quinolizin-7-one). As a reaction SMILES: [CH3:1][C:2]1[C:7]2[CH:8]=[CH:9][S:10][C:6]=2[CH2:5][CH2:4][N:3]=1.C=[C:12]1[CH:17]=[CH:16][CH:15]=[CH:14][CH:13]1[CH2:18][C:19]([O:21]C)=O.[CH3:23]O>>[C:13]1([CH:18]2[CH2:23][CH:1]=[C:2]3[N:3]([CH2:4][CH2:5][C:6]4[S:10][CH:9]=[CH:8][C:7]=43)[C:19]2=[O:21])[CH:12]=[CH:17][CH:16]=[CH:15][CH:14]=1. Procedure details: A mixture of 20 g of 6,7-dihydro-4-methyl-thieno[3,2-c]pyridine and 19.8 g of methyl 2-methylenephenylacetate was heated under an argon atomosphere to 80° for 2 hours and subsequently to 110° for 48 hours. Methanol was added to the cooled reaction mixture and the product was left to crystallize out. There was obtained 4,5,8,9-tetrahydro-8-phenyl-7H-thieno[3,2-a]quinolizin-7-one of m.p. 159°-161°. Reactants: ClC(C(OC1=C(C=CC(=C1)C)[N+](=O)[O-])(F)F)Cl (2-(2,2-dichloro-1,1-difluoroethoxy)-4-methyl-1-nitrobenzene), ClS(=O)(=O)O (chlorosulfonic acid). The product is ClC(C(OC1=CC(=C(C=C1[N+](=O)[O-])S(=O)(=O)Cl)C)(F)F)Cl (4-(2,2-Dichloro-1,1-difluoroethoxy)-2-methyl-5-nitrobenzenesulfonyl chloride). RXN SMILES: [Cl:1][CH:2]([Cl:17])[C:3]([F:16])([F:15])[O:4][C:5]1[CH:10]=[C:9]([CH3:11])[CH:8]=[CH:7][C:6]=1[N+:12]([O-:14])=[O:13].[Cl:18][S:19](O)(=[O:21])=[O:20]>>[Cl:17][CH:2]([Cl:1])[C:3]([F:15])([F:16])[O:4][C:5]1[C:6]([N+:12]([O-:14])=[O:13])=[CH:7][C:8]([S:19]([Cl:18])(=[O:21])=[O:20])=[C:9]([CH3:11])[CH:10]=1. Procedure: In a 500 ml stirred reaction flask equipped with thermometer, air condenser, dropping funnel and ice water bath was placed 50 ml of chlorosulfonic acid, and, while stirring at 0° to 10° C, there was added dropwise over a one-half hour period 17.2 g of 2-(2,2-dichloro-1,1-difluoroethoxy)-4-methyl-1-nitrobenzene. After stirring for 50 hours, the reaction mixture was poured over crushed ice. The organic phase was extracted with methylene chloride, and the extract was washed with dilute bicarbonate,... The reactants are CC(=O)O, CC(=O)NCC1CN(c2ccc(C3=NNC(=O)CS3)c(F)c2)C(=O)O1, OO. The product is CC(=O)NCC1CN(c2ccc(C3=NNC(=O)C(OC(C)=O)S3)c(F)c2)C(=O)O1. Reaction SMILES: [CH3:28][C:29]([OH:30])=[O:31].[F:3][c:4]1[cH:5][c:6]([N:17]2[C:18](=[O:27])[O:19][CH:20]([CH2:22][NH:23][C:24]([CH3:25])=[O:26])[CH2:21]2)[cH:7][cH:8][c:9]1[C:10]1=[N:15][NH:14][C:13](=[O:16])[CH2:12][S:11]1.[OH:1][OH:2]>>[F:3][c:4]1[cH:5][c:6]([N:17]2[C:18](=[O:27])[O:19][CH:20]([CH2:22][NH:23][C:24]([CH3:25])=[O:26])[CH2:21]2)[cH:7][cH:8][c:9]1[C:10]1=[N:15][NH:14][C:13](=[O:16])[CH:12]([O:31][C:29]([CH3:28])=[O:30])[S:11]1.